From a dataset of the Open Reaction Database (ORD), a public repository of structured organic reaction records. describe an organic reaction: reactants, conditions, products, and yield The reactants are C(C)(C)(C)OC(C[C@@H](C(=O)O)C[C@@H](CC)C)=O ((S)-2-((R)-2-Methyl-butyl)-succinic acid 4-tert-butyl ester), C(C)(C)(C)OC(C[C@H](C[C@@H](CC)C)C(=O)N1C(O[C@H]([C@H]1C)C1=CC=CC=C1)=O)=O ((3S,5R)-5-Methyl-3-[1-((4R,5S)-4-methyl-2-oxo-5-phenyl-oxazolidin-3-yl)-methanoyl]-heptanoic acid tert-butyl ester), [Li+].[OH-] (LiOH), solution, OO (H2O2), solution, C1CCOC1 (THF), S([O-])(O)=O.[Na+] (sodium bisulfite), S(=O)([O-])[O-].[Na+].[Na+] (sodium sulfite). Run in C(Cl)(Cl)Cl (CHCl3), O (H2O), O (water). The product is C[C@H](CCOS(=O)(=O)C)CCC=C(C)C (Methanesulfonic acid (S)-3,7-dimethyl-oct-6-enyl ester). RXN SMILES: C(OC(=O)[CH2:7][C@H:8]([CH2:12][C@H:13](C)[CH2:14]C)[C:9](O)=O)(C)(C)C.[C:18](OC(=O)C[C@@H](C(N1[C@H](C)[C@H](C2C=CC=CC=2)OC1=O)=O)C[C@H](C)CC)(C)(C)C.[Li+].[OH-].OO.[S:51](=[O:54])([OH:53])[O-:52].[Na+].S([O-])([O-])=O.[Na+].[Na+].[CH2:62]1[CH2:66]O[CH2:64][CH2:63]1>C(Cl)(Cl)Cl.O>[CH3:64][C@@H:63]([CH2:14][CH2:13][CH:12]=[C:8]([CH3:9])[CH3:7])[CH2:62][CH2:66][O:54][S:51]([CH3:18])(=[O:53])=[O:52] |f:2.3,5.6,7.8.9|. Procedure details: To S-(−)-citronellol (42.8 g, 0.274 mol) and triethylamine (91 mL, 0.657 mol) in CH2Cl2 (800 mL) at 0° C. was added methanesulphonyl chloride (26 mL, 0.329 mol) in CH2Cl2 (200 mL). After 2 hours at 0° C. the solution was washed with 1N HCl then brine. The organic phase was dried (MgSO4) and concentrated to afford the titled compound an oil (60.5 g, 94%) which was used without further purification. MS, m/z (relative intensity): 139 [100%], 143 [100%]. 1H NMR (400 MHz; CDCl3) δ 5.05 (1H, m), 4.2 (... The reactants are C[Si](C)(C)CCOCN(COCC[Si](C)(C)C)c1c(C#N)c(N2CCOCC2)nc2c(-c3cnc4ccccc4c3)cnn12, CCO, Cl. Yields the product N#Cc1c(N2CCOCC2)nc2c(-c3cnc4ccccc4c3)cnn2c1N. As a reaction SMILES: [CH3:1][Si:2]([CH3:3])([CH3:4])[CH2:5][CH2:6][O:35][CH2:36][N:7]([c:8]1[c:9]([C:33]#[N:34])[c:10]([N:27]2[CH2:28][CH2:29][O:30][CH2:31][CH2:32]2)[n:11][c:12]2[n:13]1[n:14][cH:15][c:16]2-[c:17]1[cH:18][n:19][c:20]2[cH:21][cH:22][cH:23][cH:24][c:25]2[cH:26]1)[CH2:37][O:38][CH2:39][CH2:40][Si:41]([CH3:42])([CH3:43])[CH3:44].[CH3:46][CH2:47][OH:48].[ClH:45]>>[NH2:7][c:8]1[c:9]([C:33]#[N:34])[c:10]([N:27]2[CH2:28][CH2:29][O:30][CH2:31][CH2:32]2)[n:11][c:12]2[n:13]1[n:14][cH:15][c:16]2-[c:17]1[cH:18][n:19][c:20]2[cH:21][cH:22][cH:23][cH:24][c:25]2[cH:26]1. Reactants: NC1=NC(=NS1)C(Cl)(Cl)Cl (5-amino-3-trichloromethyl-1,2,4-thiadiazole), ClC1=C(C(=O)Cl)C=CC(=C1)Cl (2,4-dichlorobenzoyl chloride). The solvent is C=1(C(=CC=CC1)C)C (xylene). Yields the product ClC1=C(C(=O)NC2=NC(=NS2)C(Cl)(Cl)Cl)C=CC(=C1)Cl (5-(2,4-Dichlorobenzamido)-3-Trichloromethyl-1,2,4-Thiadiazole). Yield: 69.5%. Reaction SMILES: [NH2:1][C:2]1[S:6][N:5]=[C:4]([C:7]([Cl:10])([Cl:9])[Cl:8])[N:3]=1.[Cl:11][C:12]1[CH:20]=[C:19]([Cl:21])[CH:18]=[CH:17][C:13]=1[C:14](Cl)=[O:15]>C1(C)C(C)=CC=CC=1>[Cl:11][C:12]1[CH:20]=[C:19]([Cl:21])[CH:18]=[CH:17][C:13]=1[C:14]([NH:1][C:2]1[S:6][N:5]=[C:4]([C:7]([Cl:10])([Cl:9])[Cl:8])[N:3]=1)=[O:15]. Reported procedure: A solution of 10.9 g (0.05 mole) 5-amino-3-trichloromethyl-1,2,4-thiadiazole and 20.9 g (0.10 mole) 2,4-dichlorobenzoyl chloride was refluxed in 200 ml xylene for 20 hours. The reaction mixture was concentrated in vacuo and the resulting residue extracted with benzene. Addition of hexane resulted in precipitation of 13.6 g (69% yield) pure product; m.p. 136° C. The reactants are C1CCOC1, CO, CC(C)(C)C(=O)Nc1ccc(Nc2ncc3c(n2)-c2ccc(Cl)cc2NC(=O)C3)cn1, Cl, [K+], [K+], O=C([O-])[O-], O. Product: Nc1ccc(Nc2ncc3c(n2)-c2ccc(Cl)cc2NC(=O)C3)cn1. Reaction SMILES: [CH2:39]1[O:40][CH2:41][CH2:42][CH2:43]1.[CH3:44][OH:45].[Cl:1][c:2]1[cH:3][c:4]2[c:5]([cH:30][cH:31]1)-[c:6]1[c:7]([cH:12][n:13][c:14]([NH:16][c:17]3[cH:18][cH:19][c:20]([NH:23][C:24](=[O:25])[C:26]([CH3:27])([CH3:28])[CH3:29])[n:21][cH:22]3)[n:15]1)[CH2:8][C:9](=[O:11])[NH:10]2.[ClH:32].[K+:33].[K+:34].[O-:35][C:36]([O-:37])=[O:38].[OH2:46]>>[Cl:1][c:2]1[cH:3][c:4]2[c:5]([cH:30][cH:31]1)-[c:6]1[c:7]([cH:12][n:13][c:14]([NH:16][c:17]3[cH:18][cH:19][c:20]([NH2:23])[n:21][cH:22]3)[n:15]1)[CH2:8][C:9](=[O:11])[NH:10]2. The reactants are BrBr (bromine), C(C)(=O)C1=CC2=C(N=CN2)C=C1 (5-acetylbenzimidazole), Br (HBr). Run in C(C)(=O)O (acetic acid), C(C)(=O)O (acetic acid). Run at temperature 40 celsius, time 30 minute. Product: Br.BrCC(=O)C1=CC2=C(N=CN2)C=C1 (5-(Bromoacetyl)benzimidazole hydrobromide). RXN SMILES: [Br:1]Br.[C:3]([C:6]1[CH:14]=[CH:13][C:9]2[N:10]=[CH:11][NH:12][C:8]=2[CH:7]=1)(=[O:5])[CH3:4].[BrH:15]>C(O)(=O)C>[BrH:1].[Br:15][CH2:4][C:3]([C:6]1[CH:14]=[CH:13][C:9]2[N:10]=[CH:11][NH:12][C:8]=2[CH:7]=1)=[O:5] |f:4.5|. Reported procedure: 1.21 g (7.6 mmol) of bromine in 5 ml of glacial acetic acid are added to a solution of 1.2 g (7.5 mmol) of 5-acetylbenzimidazole and 1.35 g of 48% strength aqueous HBr (=8 mmol of HB) in 15 ml of glacial acetic acid at room temperature. The mixture is stirred at 40° C. for 30 minutes and cooled and the product which has precipitated out is filtered off. The reactants are Fc1ccccc1CBr, CC(C)(C)OC(=O)N1C(c2cccc(O)c2)CCC12CCNC2=O. Yields the product CC(C)(C)OC(=O)N1C(c2cccc(OCc3ccccc3F)c2)CCC12CCNC2=O. As a reaction SMILES: [F:25][c:26]1[c:27]([CH2:28][Br:29])[cH:30][cH:31][cH:32][cH:33]1.[OH:1][c:2]1[cH:3][c:4]([CH:8]2[N:9]([C:18](=[O:19])[O:20][C:21]([CH3:22])([CH3:23])[CH3:24])[C:10]3([CH2:11][CH2:12]2)[C:13](=[O:17])[NH:14][CH2:15][CH2:16]3)[cH:5][cH:6][cH:7]1>>[O:1]([c:2]1[cH:3][c:4]([CH:8]2[N:9]([C:18](=[O:19])[O:20][C:21]([CH3:22])([CH3:23])[CH3:24])[C:10]3([CH2:11][CH2:12]2)[C:13](=[O:17])[NH:14][CH2:15][CH2:16]3)[cH:5][cH:6][cH:7]1)[CH2:28][c:27]1[c:26]([F:25])[cH:33][cH:32][cH:31][cH:30]1. The reactants are [OH-].[Na+] (sodium hydroxide), FCCOC1=C(C(=O)OCCF)C(=CC=C1)OCCF (2-fluoroethyl 2,6-di(2-fluoroethoxy)benzoate), Cl (hydrochloric acid), OC1=C(C(=O)O)C(=CC=C1)O (2,6-dihydroxybenzoic acid), BrCCF (1-bromo-2-fluoroethane), resultant mixture. Run in C(C)O (ethanol). Reaction conditions: time 48 hour. Product: FCCOC1=C(C(=O)O)C(=CC=C1)OCCF (2,6-di(2-fluoroethoxy)benzoic acid). The yield is 51.0%. RXN SMILES: [OH-].[Na+].[F:3][CH2:4][CH2:5][O:6][C:7]1[CH:18]=[CH:17][CH:16]=[C:15]([O:19][CH2:20][CH2:21][F:22])[C:8]=1[C:9]([O:11]CCF)=[O:10].OC1C=CC=C(O)C=1C(O)=O.BrCCF.Cl>C(O)C>[F:3][CH2:4][CH2:5][O:6][C:7]1[CH:18]=[CH:17][CH:16]=[C:15]([O:19][CH2:20][CH2:21][F:22])[C:8]=1[C:9]([OH:11])=[O:10] |f:0.1|. Procedure: To a stirred solution of 3.0 grams (0.075 mole) of sodium hydroxide in 150 ml of ethanol was added 11.3 grams (0.039 mole) of 2-fluoroethyl 2,6-di(2-fluoroethoxy)benzoate (prepared by the method of Step A of Example 13 from 2,6-dihydroxybenzoic acid and three equivalents of 1-bromo-2-fluoroethane). The reaction mixture was stirred at room temperature for approximately 48 hours. The reaction mixture was filtered, and the filter cake was saved. The filtrate was evaporated under reduced pressure le... Reported procedure: To a solution of 2-chloro-5-[(phenylmethyl)oxy]-4-{[(phenylmethyl)oxy]carbonyl}benzoic acid (may be prepared as described in Description 63; 480 mg, 1.21 mmol) in N,N-dimethylformamide (5 ml) was added diisopropylethylamine (0.63 ml, 3.63 mmol), 3,3-difluoropyrrolidine (208 mg, 1.45 mmol), 1-hydroxy-7-azabenzotriazole (198 mg, 1.45 mmol) and EDC (417 mg, 2.18 mmol). The solution was stirred for 18 hours, then water (10 ml) and ethyl acetate (15 ml) were added and the organic layer was separated.... Yields the product ClC=1C(=CC(=C(C(=O)OCC2=CC=CC=C2)C1)OCC1=CC=CC=C1)C(=O)N1CC(CC1)(F)F (Phenylmethyl 5-chloro-4-[(3,3-difluoro-1-pyrrolidinyl)carbonyl]-2-[(phenylmethyl)oxy]benzoate). The reactants are ClC1=C(C(=O)O)C=C(C(=C1)C(=O)OCC1=CC=CC=C1)OCC1=CC=CC=C1 (2-chloro-5-[(phenylmethyl)oxy]-4-{[(phenylmethyl)oxy]carbonyl}benzoic acid), C(C)(C)N(CC)C(C)C (diisopropylethylamine), FC1(CNCC1)F (3,3-difluoropyrrolidine), ON1N=NC2=C1N=CC=C2 (1-hydroxy-7-azabenzotriazole), C(CCl)Cl (EDC). Reaction SMILES: [Cl:1][C:2]1[CH:10]=[C:9]([C:11]([O:13][CH2:14][C:15]2[CH:20]=[CH:19][CH:18]=[CH:17][CH:16]=2)=[O:12])[C:8]([O:21][CH2:22][C:23]2[CH:28]=[CH:27][CH:26]=[CH:25][CH:24]=2)=[CH:7][C:3]=1[C:4](O)=[O:5].C(N(C(C)C)CC)(C)C.[F:38][C:39]1([F:44])[CH2:43][CH2:42][NH:41][CH2:40]1.ON1C2N=CC=CC=2N=N1.C(Cl)CCl>CN(C)C=O.C(OCC)(=O)C.O>[Cl:1][C:2]1[C:3]([C:4]([N:41]2[CH2:42][CH2:43][C:39]([F:44])([F:38])[CH2:40]2)=[O:5])=[CH:7][C:8]([O:21][CH2:22][C:23]2[CH:28]=[CH:27][CH:26]=[CH:25][CH:24]=2)=[C:9]([CH:10]=1)[C:11]([O:13][CH2:14][C:15]1[CH:20]=[CH:19][CH:18]=[CH:17][CH:16]=1)=[O:12]. Conditions: time 18 hour. Solvent: C(C)(=O)OCC (ethyl acetate), O (water), CN(C=O)C (N,N-dimethylformamide).